This data is from the Open Reaction Database (ORD), a public repository of structured organic reaction records. The task is: describe an organic reaction: reactants, conditions, products, and yield The reactants are C(C)OC(=O)C=1N=CN2C3=C(CN(CC12)C(=O)OC(C)(C)C)C=CC=C3 (4H,6H-2,5,10b-Triaza-benzo[e]azulene-3,5-dicarboxylic acid 5-tert-butyl ester 3-ethyl ester), FC(C(=O)O)(F)F (trifluoroacetic acid), FC(C(=O)O)(F)F (trifluoroacetic acid). The solvent is C(Cl)Cl (DCM), C(Cl)Cl (DCM). Run at time 2 hour. Yields the product FC(C(=O)O)(F)F.C(C)OC(=O)C=1N=CN2C3=C(CNCC12)C=CC=C3 (5,6-dihydro-4H-2,5,10b-triaza-benzo[e]azulene-3-carboxylic acid ethyl ester trifluoroacetate). Yield: 93.0%. Reaction SMILES: [CH2:1]([O:3][C:4]([C:6]1[N:7]=[CH:8][N:9]2[C:15]=1[CH2:14][N:13](C(OC(C)(C)C)=O)[CH2:12][C:11]1[CH:23]=[CH:24][CH:25]=[CH:26][C:10]2=1)=[O:5])[CH3:2].[F:27][C:28]([F:33])([F:32])[C:29]([OH:31])=[O:30]>C(Cl)Cl>[F:27][C:28]([F:33])([F:32])[C:29]([OH:31])=[O:30].[CH2:1]([O:3][C:4]([C:6]1[N:7]=[CH:8][N:9]2[C:15]=1[CH2:14][NH:13][CH2:12][C:11]1[CH:23]=[CH:24][CH:25]=[CH:26][C:10]2=1)=[O:5])[CH3:2] |f:3.4|. Reported procedure: To a solution of 4H,6H-2,5,10b-Triaza-benzo[e]azulene-3,5-dicarboxylic acid 5-tert-butyl ester 3-ethyl ester (300 mg, 1.14 mmol) in DCM (30 mL), was added trifluoroacetic acid (3.42 mL, 3 ml/mmol) and the reaction mixture was stirred for 2 h. After the completion of the reaction as confirmed by TLC, excess of trifluoroacetic acid and DCM were removed in vacuo to afford 5,6-dihydro-4H-2,5,10b-triaza-benzo[e]azulene-3-carboxylic acid ethyl ester trifluoroacetate (295 mg, 93%) as a gummy solid whic... Reactants: C(C)OC(=O)C1=C(C=2N(N(C1=O)CC1=CC=C(C=C1)OC)C=CC2)O (1-(4-methoxy-benzyl)-4-hydroxy-2-oxo-1,2-dihydro-pyrrolo[1,2-b]pyridazine-3-carboxylic acid ethyl ester), NCC(=O)[O-].[Na+] (sodium glycinate). Yields the product COC1=CC=C(CN2N3C(C(=C(C2=O)C(=O)NCC(=O)O)O)=CC=C3)C=C1 ({[1-(4-Methoxy-benzyl)-4-hydroxy-2-oxo-1,2-dihydro-pyrrolo[1,2-b]pyridazine-3-carbonyl]-amino}-acetic acid). RXN SMILES: C(O[C:4]([C:6]1[C:11](=[O:12])[N:10]([CH2:13][C:14]2[CH:19]=[CH:18][C:17]([O:20][CH3:21])=[CH:16][CH:15]=2)[N:9]2[CH:22]=[CH:23][CH:24]=[C:8]2[C:7]=1[OH:25])=[O:5])C.[NH2:26][CH2:27][C:28]([O-:30])=[O:29].[Na+]>>[CH3:21][O:20][C:17]1[CH:16]=[CH:15][C:14]([CH2:13][N:10]2[C:11](=[O:12])[C:6]([C:4]([NH:26][CH2:27][C:28]([OH:30])=[O:29])=[O:5])=[C:7]([OH:25])[C:8]3=[CH:24][CH:23]=[CH:22][N:9]23)=[CH:19][CH:18]=1 |f:1.2|. Procedure: Prepared according to the glycinolysis condition used in Example 1 step d) from 1-(4-methoxy-benzyl)-4-hydroxy-2-oxo-1,2-dihydro-pyrrolo[1,2-b]pyridazine-3-carboxylic acid ethyl ester (1.0 eq.) and sodium glycinate (15 eq.). ESI (m/z): 372 (M+H)+. The reactants are CC#N, CCOC(C)=O, ClCCl, Fc1cc(I)c(CN2CCOCC2)cn1, [Na+], [Na+], O=C([O-])[O-], O, CC1(C)OB(c2cccc3ccsc23)OC1(C)C. As a reaction SMILES: [CH3:43][C:44]#[N:45].[CH3:47][CH2:48][O:49][C:50](=[O:51])[CH3:52].[Cl:40][CH2:41][Cl:42].[F:1][c:2]1[cH:3][c:4]([I:15])[c:5]([CH2:8][N:9]2[CH2:10][CH2:11][O:12][CH2:13][CH2:14]2)[cH:6][n:7]1.[Na+:34].[Na+:35].[O-:36][C:37](=[O:38])[O-:39].[OH2:46].[s:16]1[c:17]2[c:18]([cH:19][cH:20]1)[cH:21][cH:22][cH:23][c:24]2[B:25]1[O:26][C:27]([CH3:28])([CH3:29])[C:30]([CH3:31])([CH3:32])[O:33]1>>[F:1][c:2]1[cH:3][c:4](-[c:24]2[c:17]3[s:16][cH:20][cH:19][c:18]3[cH:21][cH:22][cH:23]2)[c:5]([CH2:8][N:9]2[CH2:10][CH2:11][O:12][CH2:13][CH2:14]2)[cH:6][n:7]1. The product is Fc1cc(-c2cccc3ccsc23)c(CN2CCOCC2)cn1. Starting materials: C([O-])(O)=O.[Na+] (sodium bicarbonate), [N+](=O)([O-])C=1C=CC=C2C=C(NC12)C(=O)O (7-Nitro-1H-indole-2-carboxylic acid), N[C@H](COC(C(C)(C)C)=O)CSCC1=CC=C(C=C1)OC (2,2-dimethyl-propionic acid (R)-2-amino-3-(4-methoxy-benzylsulfanyl)-propyl ester), C(CCl)Cl (EDC), C=1C=CC2=C(C1)N=NN2O (HOBT). Run in CN(C=O)C (N,N-dimethylformamide). Conditions: time 8 hour. Yields the product COC1=CC=C(CSC[C@@H](COC(C(C)(C)C)=O)NC(=O)C=2NC3=C(C=CC=C3C2)[N+](=O)[O-])C=C1 (2,2-Dimethyl-propionic acid (R)-3-(4-methoxy-benzylsulfanyl)-2-[(7-nitro-1H-indole-2-carbonyl)-amino]-propyl ester). The yield is 71.4%. Reaction SMILES: [N+:1]([C:4]1[CH:5]=[CH:6][CH:7]=[C:8]2[C:12]=1[NH:11][C:10]([C:13]([OH:15])=O)=[CH:9]2)([O-:3])=[O:2].[NH2:16][C@@H:17]([CH2:26][S:27][CH2:28][C:29]1[CH:34]=[CH:33][C:32]([O:35][CH3:36])=[CH:31][CH:30]=1)[CH2:18][O:19][C:20](=[O:25])[C:21]([CH3:24])([CH3:23])[CH3:22].C(Cl)CCl.C1C=CC2N(O)N=NC=2C=1.C(=O)(O)[O-].[Na+]>CN(C)C=O>[CH3:36][O:35][C:32]1[CH:31]=[CH:30][C:29]([CH2:28][S:27][CH2:26][C@H:17]([NH:16][C:13]([C:10]2[NH:11][C:12]3[C:8]([CH:9]=2)=[CH:7][CH:6]=[CH:5][C:4]=3[N+:1]([O-:3])=[O:2])=[O:15])[CH2:18][O:19][C:20](=[O:25])[C:21]([CH3:24])([CH3:23])[CH3:22])=[CH:34][CH:33]=1 |f:4.5|. Procedure: 7-Nitro-1H-indole-2-carboxylic acid (8.2 g, 22.7 mmol) prepared in Step A and 2,2-dimethyl-propionic acid (R)-2-amino-3-(4-methoxy-benzylsulfanyl)-propyl ester (13.2 g, 27.2 mmol) prepared in Preparation 31 were dissolved in N,N-dimethylformamide (100 mL). EDC (6.6 g, 25.0 mmol) and HOBT (4.6 g, 25.0 mmol) were added thereto, and the mixture was stirred for 8 h at room temperature. Saturated aqueous sodium bicarbonate solution was added to the mixture to quench the reaction. The reaction mixture... Starting materials: BrC1=C(C=CC=C1)O (2-bromophenol), TEA, CCOC(=O)C (EtOAc), [Mg+2].[Cl-].[Cl-] (MgCl2). Run in C1CCOC1 (THF). Run at time 8 hour. The product is BrC=1C(=C(C=O)C=CC1)O (3-bromo-2-hydroxybenzaldehyde). Reaction SMILES: [Br:1][C:2]1[CH:7]=[CH:6][CH:5]=[CH:4][C:3]=1[OH:8].[Mg+2].[Cl-].[Cl-].C[CH2:13][O:14]C(C)=O>C1COCC1>[Br:1][C:2]1[C:3]([OH:8])=[C:4]([CH:5]=[CH:6][CH:7]=1)[CH:13]=[O:14] |f:1.2.3|. Reported procedure: A solution of 2-bromophenol (48.5 g, 0.28 mol) in 500 mL of THF was added TEA (200 mL) and then MgCl2 (100 g, 1.05 mol) was added portionwise over 90 minutes. The reaction mixture was allowed to stir overnight under a nitrogen atmosphere. The reaction mixture was neutralized with phosphoric, and then exacted with EtOAc (1000 mL). The organic layers were washed with brine (200 mL), dried over Na2SO4. The solvent was concentrated in vacuo. The residue was purified with silica gel chromatography (p... The reactants are NC(=O)N (aminoketone), Cl (hydrochloric acid), NC(=O)N (aminoketone), benzoyl halide, O1C=NC=C1 (oxazole), O1C=NC=C1 (oxazole), [OH-].[Na+] (sodium hydroxide), C([O-])(O)=O.[Na+] (sodium bicarbonate), C1=CC=CC=C1 (benzene). Solvent: C(C)(=O)OCC (ethyl acetate). The product is C(C1=CC=CC=C1)(=O)N (N-benzoylamine). As a reaction SMILES: [NH2:1][C:2](N)=[O:3].O1C=CN=C1.Cl.[OH-].[Na+].C(=O)(O)[O-].[Na+].[CH:18]1[CH:23]=[CH:22][CH:21]=[CH:20][CH:19]=1>C(OCC)(=O)C>[C:2]([NH2:1])(=[O:3])[C:18]1[CH:23]=[CH:22][CH:21]=[CH:20][CH:19]=1 |f:3.4,5.6|. Reported procedure: The reaction of the aliphatic carboxylic acid derivative (III) with the isocyanoacetate compound (IV) is carried out in a solvent (e.g., tetrahydrofuran, dioxane, dimethylformamide) in the presence of a base such as sodium methoxide, potasium t-butoxide or 1,8-diazabicyclo(5.4.0)undecene-7 at -50° to 50° C. The oxazole derivative (V) thus obtained is saponified with an alkali metal hydroxide (e.g., sodium hydroxide, potassium hydroxide) at 20° to 50° C., and the reaction mixture is acidified to ... Starting materials: CC1=NC(=NO1)C1=C(N=C(S1)N)C1=CC=CC=C1 (5-(5-methyl-[1,2,4]oxadiazol-3-yl)-4-phenyl-thiazol-2-ylamine), C(CCCCC)(=O)Cl (hexanoyl chloride). Yields the product CC1=NC(=NO1)C1=C(N=C(S1)NC(CCCCC)=O)C1=CC=CC=C1 (Hexanoic acid [5-(5-methyl-[1,2,4]oxadiazol-3-yl)-4-phenyl-thiazol-2-yl]-amide). As a reaction SMILES: [CH3:1][C:2]1[O:6][N:5]=[C:4]([C:7]2[S:11][C:10]([NH2:12])=[N:9][C:8]=2[C:13]2[CH:18]=[CH:17][CH:16]=[CH:15][CH:14]=2)[N:3]=1.[C:19](Cl)(=[O:25])[CH2:20][CH2:21][CH2:22][CH2:23][CH3:24]>>[CH3:1][C:2]1[O:6][N:5]=[C:4]([C:7]2[S:11][C:10]([NH:12][C:19](=[O:25])[CH2:20][CH2:21][CH2:22][CH2:23][CH3:24])=[N:9][C:8]=2[C:13]2[CH:14]=[CH:15][CH:16]=[CH:17][CH:18]=2)[N:3]=1. Procedure: Prepared from 5-(5-methyl-[1,2,4]oxadiazol-3-yl)-4-phenyl-thiazol-2-ylamine and hexanoyl chloride.